From a dataset of the Open Reaction Database (ORD), a public repository of structured organic reaction records. describe an organic reaction: reactants, conditions, products, and yield The reactants are COC(CCC1=C(C=C(C=C1)O)C)=O (3-(4-hydroxy-2-methyl-phenyl)-propionic acid methyl ester), BrC1=CC(=CC(=C1)F)Br (1,3-dibromo-5-fluorobenzene), C([O-])([O-])=O.[Cs+].[Cs+] (cesium carbonate), CC(C)(C(CC(C(C)(C)C)=O)=O)C (2,2,6,6-tetramethyl-3,5-heptanedione). Reagents/catalysts: [Cu]Cl (copper (I) chloride). Solvent: CN1C(CCC1)=O (1-methyl-2-pyrrolidinone). Run at temperature 120 celsius. The product is COC(CCC1=C(C=C(C=C1)OC1=CC(=CC(=C1)F)Br)C)=O (3-[4-(3-Bromo-5-fluoro-phenoxy)-2-methyl-phenyl]-propionic acid methyl ester). Yield: 45.3%. RXN SMILES: [CH3:1][O:2][C:3](=[O:14])[CH2:4][CH2:5][C:6]1[CH:11]=[CH:10][C:9]([OH:12])=[CH:8][C:7]=1[CH3:13].Br[C:16]1[CH:21]=[C:20]([F:22])[CH:19]=[C:18]([Br:23])[CH:17]=1.C(=O)([O-])[O-].[Cs+].[Cs+].CC(C)(C(=O)CC(=O)C(C)(C)C)C>CN1CCCC1=O.[Cu]Cl>[CH3:1][O:2][C:3](=[O:14])[CH2:4][CH2:5][C:6]1[CH:11]=[CH:10][C:9]([O:12][C:16]2[CH:21]=[C:20]([F:22])[CH:19]=[C:18]([Br:23])[CH:17]=2)=[CH:8][C:7]=1[CH3:13] |f:2.3.4|. Reported procedure: A mixture of 3-(4-hydroxy-2-methyl-phenyl)-propionic acid methyl ester (4.0 g, 20.6 mmol), 1,3-dibromo-5-fluorobenzene (15.71 g, 61.9 mmol), cesium carbonate (8.05 g, 24.7 mmol), copper (I) chloride (1.02 g, 10.3 mmol) and 2,2,6,6-tetramethyl-3,5-heptanedione (0.95 g, 5.15 mmol) in 1-methyl-2-pyrrolidinone (40 mL) is heated to 120° C. for 7 hours under N2. The reaction is cooled and quenched with 1 N HCl (40 mL). The mixture is then diluted with Et2O and extracted with water. The organic layer i... Starting materials: FC1=CC=C(OC=2C=C(C=CC2)C(CCC(C)=O)=O)C=C1 (1-[3-(4-fluorophenoxy)phenyl]-1,4-pentanedione). Solvent: [OH-].[Na+] (NaOH). The product is FC1=CC=C(OC=2C=C(C=CC2)C2=CC(CC2)=O)C=C1 (3-[3-(4Fluorophenoxy) phenyl]-2-cyclopenten-1-one). As a reaction SMILES: [F:1][C:2]1[CH:21]=[CH:20][C:5]([O:6][C:7]2[CH:8]=[C:9]([C:13](=O)[CH2:14][CH2:15][C:16](=[O:18])[CH3:17])[CH:10]=[CH:11][CH:12]=2)=[CH:4][CH:3]=1>[OH-].[Na+]>[F:1][C:2]1[CH:21]=[CH:20][C:5]([O:6][C:7]2[CH:8]=[C:9]([C:13]3[CH2:14][CH2:15][C:16](=[O:18])[CH:17]=3)[CH:10]=[CH:11][CH:12]=2)=[CH:4][CH:3]=1 |f:1.2|. Procedure details: A solution of 1-[3-(4-fluorophenoxy)phenyl]-1,4-pentanedione (19.03 g; 0.0665M) in 0.44M aqueous NaOH solution (300 ml) was refluxed for 24 hrs. After cooling, the residual solids were collected by filtration and dried to give 18 g (yield quant.) of the subtitle compound [D] as brown solids, which was used without further purification. Reactants: NCC(=O)N(C)C=1C(=C(COC=2C=CC=C3C=CC(=NC23)C)C(=CC1)Cl)Cl (8-[3-(N-glycyl-N-methylamino)-2,6-dichlorobenzyloxy]-2-methylquinoline), C1(=CC=CC=C1)CCCC(=O)O (4-phenylbutyric acid), Cl.C(C)N=C=NCCCN(C)C (1-ethyl-3-(3-dimethylaminopropyl)carbodiimide hydrochloride), ON1N=NC2=C1C=CC=C2 (1-hydroxybenzotriazole). Solvent: O (water), CN(C=O)C (dimethylformamide). The product is ClC1=C(COC=2C(=NC3=CC=CC=C3C2)C)C(=CC=C1N(C(CNC(CCCC1=CC=CC=C1)=O)=O)C)Cl ([2,6-dichloro-3-[N-methyl-N-(4-phenylbutyrylglycyl)amino]benzyloxy]-2-methylquinoline). The yield is 95.2%. Reaction SMILES: [NH2:1][CH2:2][C:3]([N:5]([C:7]1[C:8]([Cl:27])=[C:9]([C:23]([Cl:26])=[CH:24][CH:25]=1)[CH2:10][O:11][C:12]1[CH:13]=[CH:14][CH:15]=C2[C:21]=1[N:20]=C(C)C=C2)[CH3:6])=[O:4].[C:28]1([CH2:34][CH2:35][CH2:36][C:37]([OH:39])=O)[CH:33]=[CH:32][CH:31]=[CH:30][CH:29]=1.Cl.[CH2:41](N=C=NCCCN(C)C)C.ON1[C:57]2[CH:58]=CC=[CH:61][C:56]=2N=N1>O.CN(C)C=O>[Cl:27][C:8]1[C:7]([N:5]([CH3:6])[C:3](=[O:4])[CH2:2][NH:1][C:37](=[O:39])[CH2:36][CH2:35][CH2:34][C:28]2[CH:29]=[CH:30][CH:31]=[CH:32][CH:33]=2)=[CH:25][CH:24]=[C:23]([Cl:26])[C:9]=1[CH2:10][O:11][C:12]1[C:21]([CH3:41])=[N:20][C:61]2[C:14]([CH:13]=1)=[CH:15][CH:58]=[CH:57][CH:56]=2 |f:2.3|. Procedure: To a mixture of 8-[3-(N-glycyl-N-methylamino)-2,6-dichlorobenzyloxy]-2-methylquinoline (81 mg), 4-phenylbutyric acid (40 mg) and dimethylformamide (2 ml) were added 1-ethyl-3-(3-dimethylaminopropyl)carbodiimide hydrochloride (50 mg) and 1-hydroxybenzotriazole (41 mg). After being stirred for an hour at ambient temperature, the mixture was poured into water and extracted with ethyl acetate. The organic layer was separated, washed with water, dried over magnesium sulfate and evaporated in vacuo. T...